From a dataset of the Open Reaction Database (ORD), a public repository of structured organic reaction records. describe an organic reaction: reactants, conditions, products, and yield Starting materials: CO, COC(=O)NNC(=O)C=Cc1ccccc1. The product is COC(=O)NNC(=O)CCc1ccccc1. RXN SMILES: [CH3:17][OH:18].[c:1]1([CH:7]=[CH:8][C:9](=[O:10])[NH:11][NH:12][C:13](=[O:14])[O:15][CH3:16])[cH:2][cH:3][cH:4][cH:5][cH:6]1>>[c:1]1([CH2:7][CH2:8][C:9](=[O:10])[NH:11][NH:12][C:13](=[O:14])[O:15][CH3:16])[cH:2][cH:3][cH:4][cH:5][cH:6]1. Reactants: C(C)(C)(C)OC(=O)NC1C(CCC1)C(N)=S (2-(tert-butoxy-carbonylamino)cyclopentanecarbothioamide), BrC1C(C2=CC=CC=C2C1)=O (2-bromo-1-indanone), C([O-])([O-])=O.[Ca+2] (calcium carbonate). Run in C(C)(C)O (isopropanol). Product: C(C)(C)(C)OC(=O)NC1C(CCC1)C=1SC2=C(N1)C=1C=CC=CC1C2 (2-[2-(tert-butoxycarbonylamino)cyclopentyl]-8H-indeno[1,2-d]thiazole). Isolated yield 12.1%. Reaction SMILES: [C:1]([O:5][C:6]([NH:8][CH:9]1[CH2:13][CH2:12][CH2:11][CH:10]1[C:14](=[S:16])[NH2:15])=[O:7])([CH3:4])([CH3:3])[CH3:2].Br[CH:18]1[CH2:26][C:25]2[C:20](=[CH:21][CH:22]=[CH:23][CH:24]=2)[C:19]1=O.C(=O)([O-])[O-].[Ca+2]>C(O)(C)C>[C:1]([O:5][C:6]([NH:8][CH:9]1[CH2:13][CH2:12][CH2:11][CH:10]1[C:14]1[S:16][C:18]2[CH2:26][C:25]3[CH:24]=[CH:23][CH:22]=[CH:21][C:20]=3[C:19]=2[N:15]=1)=[O:7])([CH3:4])([CH3:2])[CH3:3] |f:2.3|. Procedure details: In 50 ml of isopropanol, 0.63 g of 2-(tert-butoxy-carbonylamino)cyclopentanecarbothioamide and 0.54 g of 2-bromo-1-indanone were dissolved. Then, 0.26 g of calcium carbonate was added, followed by heating under reflux for 3 hours. After cooling, the insoluble matter was removed by filtration, and the solvent was evaporated. The resulting residue was subjected to silica gel column chromatography eluted with chloroform-methanol-29% aqueous ammonia (100:10:1). The resulting crystals were recrystall... The reactants are C(C1=CC=CC=C1)OC1=C2C=CNC2=CC=C1 (4-benzyloxyindole), O1C(CCCC1)OCCBr (2-tetrahydropyranyloxy-1-bromoethane), [NH4+].[Cl-] (NH4Cl), [H-].[Na+] (sodium hydride). Solvent: CN(C)C=O (DMF), CN(C)C=O (DMF), CN(C)C=O (DMF). Conditions: temperature 0 celsius, time 5 minute. Product: O1C(CCCC1)OCCN1C=CC2=C(C=CC=C12)OCC1=CC=CC=C1 (1-(2-tetrahydropyranyloxyethyl)-4-benzyloxyindole). Isolated yield 91.6%. RXN SMILES: [H-].[Na+].[CH2:3]([O:10][C:11]1[CH:19]=[CH:18][CH:17]=[C:16]2[C:12]=1[CH:13]=[CH:14][NH:15]2)[C:4]1[CH:9]=[CH:8][CH:7]=[CH:6][CH:5]=1.[O:20]1[CH2:25][CH2:24][CH2:23][CH2:22][CH:21]1[O:26][CH2:27][CH2:28]Br.[NH4+].[Cl-]>CN(C=O)C>[O:20]1[CH2:25][CH2:24][CH2:23][CH2:22][CH:21]1[O:26][CH2:27][CH2:28][N:15]1[C:16]2[C:12](=[C:11]([O:10][CH2:3][C:4]3[CH:5]=[CH:6][CH:7]=[CH:8][CH:9]=3)[CH:19]=[CH:18][CH:17]=2)[CH:13]=[CH:14]1 |f:0.1,4.5|. Procedure: Under argon atmosphere, sodium hydride (121 mg) in DMF (2 ml) was cooled to 0° C. and 4-benzyloxyindole (501 mg) in DMF (5 ml) was added thereto, followed by stirring the resulting solution at 0° C. for 5 minutes. To this solution, 2-tetrahydropyranyloxy-1-bromoethane (599 mg) in DMF (2 ml) was added and the solution was stirred at 0° C. for 30 minutes. The reaction mixture was added to saturated aqueous NH4Cl solution (30 ml) cooled at 0° C., and the resultant was extracted with ethyl acetate (... Starting materials: ClC1=CC(=NC2=CC=CC=C12)C1=CC(=C(C=C1)OC)Cl (4-chloro-2-(3-chloro-4-methoxy-phenyl)-quinoline), NCC(CO)O ((RS)-3-amino-1,2-propandiol). Product: Cl.ClC=1C=C(C=CC1OC)C1=NC2=CC=CC=C2C(=C1)NCC(CO)O ((RS)-3-[2-(3-Chloro-4-methoxy-phenyl)-quinolin-4-ylamino]-propane-1,2-diol hydrochloride). RXN SMILES: [Cl:1][C:2]1[C:11]2[C:6](=[CH:7][CH:8]=[CH:9][CH:10]=2)[N:5]=[C:4]([C:12]2[CH:17]=[CH:16][C:15]([O:18][CH3:19])=[C:14]([Cl:20])[CH:13]=2)[CH:3]=1.[NH2:21][CH2:22][CH:23]([OH:26])[CH2:24][OH:25]>>[ClH:1].[Cl:20][C:14]1[CH:13]=[C:12]([C:4]2[CH:3]=[C:2]([NH:21][CH2:22][CH:23]([OH:26])[CH2:24][OH:25])[C:11]3[C:6](=[CH:7][CH:8]=[CH:9][CH:10]=3)[N:5]=2)[CH:17]=[CH:16][C:15]=1[O:18][CH3:19] |f:2.3|. Reported procedure: The title compound, m.p. 205-210° C., and MS: m/e=358 (M+), was prepared from 4-chloro-2-(3-chloro-4-methoxy-phenyl)-quinoline and (RS)-3-amino-1,2-propandiol. The reactants are ClC1=C(C=CC2=C1C(N(CC=1N2C=NC1C(=O)O)C)=O)F (7-chloro-8-fluoro-5-methyl-6-oxo-5,6-dihydro-4H-imidazo[1,5-a][1,4]benzodiazepine-3-carboxylic acid), N (ammonia), ice water, C(=O)(N1C=NC=C1)N1C=NC=C1 (1,1'-carbonyldiimidazole), C(=O)=O (CO2). Solvent: CN(C=O)C (N,N-dimethylformamide). Run at time 30 minute. Product: ClC1=C(C=CC2=C1C(N(CC=1N2C=NC1C(=O)N)C)=O)F (7-chloro-8-fluoro-5-methyl-6-oxo-5,6-dihydro-4H-imidazo[1,5-a][1,4]benzodiazepine-3-carboxamide). Yield: 73.0%. Reported procedure: 19.8 g (0.0639 mol) of 7-chloro-8-fluoro-5-methyl-6-oxo-5,6-dihydro-4H-imidazo[1,5-a][1,4]benzodiazepine-3-carboxylic acid were suspended in 100 ml of N,N-dimethylformamide while gassing with argon and treated portionwise at room temperature with 10.9 g (0.0671 mol) of 1,1'-carbonyldiimidazole. After the CO2 evolution had finished the beige suspension was stirred at 50° for 30 min., cooled and treated dropwise at a temperature below 25° within about 10 min. with 20 ml of 25% ammonia. After stirr... RXN SMILES: [Cl:1][C:2]1[C:7]2[C:8](=[O:20])[N:9]([CH3:19])[CH2:10][C:11]3[N:12]([CH:13]=[N:14][C:15]=3[C:16](O)=[O:17])[C:6]=2[CH:5]=[CH:4][C:3]=1[F:21].C(N1C=CN=C1)([N:24]1C=CN=C1)=O.C(=O)=O.N>CN(C)C=O>[Cl:1][C:2]1[C:7]2[C:8](=[O:20])[N:9]([CH3:19])[CH2:10][C:11]3[N:12]([CH:13]=[N:14][C:15]=3[C:16]([NH2:24])=[O:17])[C:6]=2[CH:5]=[CH:4][C:3]=1[F:21]. The reactants are solution, C1CCOC1 (THF), [BH4-].[Na+] (sodium borohydride), COC(=O)C1=C(N=C(S1)S(=O)(=O)C)N (4-amino-2-methanesulfonylthiazole-5-carboxylic acid methyl ester), CO (methanol). Solvent: O (water), C(C)(=O)OCC (ethyl acetate). Conditions: time 40 hour. Product: COC(=O)C1=C(N=CS1)N (4-Aminothiazole-5-carboxylic acid methyl ester). Yield: 60.8%. As a reaction SMILES: [CH3:1][O:2][C:3]([C:5]1[S:9][C:8](S(C)(=O)=O)=[N:7][C:6]=1[NH2:14])=[O:4].CO.C1COCC1.[BH4-].[Na+]>O.C(OCC)(=O)C>[CH3:1][O:2][C:3]([C:5]1[S:9][CH:8]=[N:7][C:6]=1[NH2:14])=[O:4] |f:3.4|. Procedure details: To a 1 l solution of 37.6 g of 4-amino-2-methanesulfonylthiazole-5-carboxylic acid methyl ester in a methanol:THF=1:1 mixed solvent at room temperature, there was gradually added 15 g of sodium borohydride over a period of 10 hours. Stirring was continued for 40 hours at room temperature, and then the reaction mixture was poured into a mixture of 6 l of ethyl acetate and 3 l of water. The organic layer was washed with 3 l of water and 3 l of brine, and the aqueous layer was extracted again with ... Reactants: CN1CCN(CC1)C(=O)C1=CC=C(C=C1)C#C[Si](C)(C)C ((4-Methylpiperazin-1-yl){4-[(trimethylsilyl)ethynyl]phenyl}methanone), C(=O)([O-])[O-].[K+].[K+] (K2CO3). The solvent is CO (MeOH). Reaction conditions: time 3 hour. Product: C(#C)C1=CC=C(C=C1)C(=O)N1CCN(CC1)C ((4-Ethynylphenyl)(4-methylpiperazin-1-yl)methanone). Isolated yield 71.0%. Reaction SMILES: [CH3:1][N:2]1[CH2:7][CH2:6][N:5]([C:8]([C:10]2[CH:15]=[CH:14][C:13]([C:16]#[C:17][Si](C)(C)C)=[CH:12][CH:11]=2)=[O:9])[CH2:4][CH2:3]1.C([O-])([O-])=O.[K+].[K+]>CO>[C:16]([C:13]1[CH:12]=[CH:11][C:10]([C:8]([N:5]2[CH2:4][CH2:3][N:2]([CH3:1])[CH2:7][CH2:6]2)=[O:9])=[CH:15][CH:14]=1)#[CH:17] |f:1.2.3|. Reported procedure: (4-Methylpiperazin-1-yl){4-[(trimethylsilyl)ethynyl]phenyl}methanone (1.29 g, 4.26 mmol) in MeOH (20 mL) was treated with solid K2CO3 (0.118 g, 0.85 mmol). After stirring at room temperature for 3 h the volatiles were removed by evaporation, the residue was taken up with DCM (40 mL), washed with water (30 mL), brine, dried over sodium sulfate and evaporated. The crude was purified by flash chromatography on silica gel (DCM/MeOH 95/5) to afford the title compound as white solid (0.690 g, 71%). Starting materials: [N+](=O)([O-])[O-].C(CCCCCCC)[N+](C)(CCCCCCCC)CCCCCCCC (trioctylmethylammonium nitrate), C(C(=C)C)(=O)OCC1CO1 (glycidyl methacrylate), P(O)(O)(O)=O (phosphoric acid), OO (hydrogen peroxide), mixture. Reagents/catalysts: O.O.[O-][W](=O)(=O)[O-].[Na+].[Na+] (sodium tungstate dihydrate). The solvent is O (water), C1(=CC=CC=C1)C (toluene). Conditions: temperature 45 celsius, time 30 hour. The product is C(C(=C)C)(=O)OCC=C (Allyl Methacrylate). RXN SMILES: P(=O)(O)(O)O.OO.[N+]([O-])([O-])=O.C([N+](CCCCCCCC)(CCCCCCCC)C)CCCCCCC.[C:38]([O:43][CH2:44][CH:45]1O[CH2:46]1)(=[O:42])[C:39]([CH3:41])=[CH2:40]>O.O.O.[O-][W]([O-])(=O)=O.[Na+].[Na+].C1(C)C=CC=CC=1>[C:38]([O:43][CH2:44][CH:45]=[CH2:46])(=[O:42])[C:39]([CH3:41])=[CH2:40] |f:2.3,6.7.8.9.10|. Procedure details: An aqueous solution containing 1.32 g (0.004 mole), of sodium tungstate dihydrate 1.0 g (0.01 mole) of phosphoric acid and 12.5 g (0.12 mole) of 30% hydrogen peroxide in 18 ml of water (mixture pH=2.05) was added to a 24 ml toluene solution containing 7.5 g (0.06 mole) of allyl methaccrylate and 1.0 g (0.0023 equiv.) trioctylmethylammonium nitrate. The mixture was stirred at 45° C. for 30 hrs and was stopped when gas chromotrography showed that almost all starting material had disappeared and a ...